Dataset: the Open Reaction Database (ORD), a public repository of structured organic reaction records. Task: describe an organic reaction: reactants, conditions, products, and yield Starting materials: FC1=C(C=CC=C1F)N1C(=NN=C1)C=1C(=NC=CN1)N (3-(4-(2,3-difluorophenyl)-4H-1,2,4-triazol-3-yl)pyrazin-2-amine), C1CC(=O)N(C1=O)Br (NBS), C(=O)(O)[O-].[Na+] (NaHCO3). Solvent: CC#N (CH3CN). Conditions: time 1 hour. Product: BrC=1N=C(C(=NC1)N)C1=NN=CN1C1=C(C(=CC=C1)F)F (5-bromo-3-(4-(2,3-difluorophenyl)-4H-1,2,4-triazol-3-yl)pyrazin-2-amine). As a reaction SMILES: [F:1][C:2]1[C:7]([F:8])=[CH:6][CH:5]=[CH:4][C:3]=1[N:9]1[CH:13]=[N:12][N:11]=[C:10]1[C:14]1[C:15]([NH2:20])=[N:16][CH:17]=[CH:18][N:19]=1.C1C(=O)N([Br:28])C(=O)C1.C([O-])(O)=O.[Na+]>CC#N>[Br:28][C:18]1[N:19]=[C:14]([C:10]2[N:9]([C:3]3[CH:4]=[CH:5][CH:6]=[C:7]([F:8])[C:2]=3[F:1])[CH:13]=[N:12][N:11]=2)[C:15]([NH2:20])=[N:16][CH:17]=1 |f:2.3|. Reported procedure: To a solution of 3-(4-(2,3-difluorophenyl)-4H-1,2,4-triazol-3-yl)pyrazin-2-amine (700 mg, 2.55 mmol) in dry CH3CN (20 mL) was added NBS (550 mg, 3.09 (mmol). The solution was stirred at RT for 1 h and poured into saturated NaHCO3 solution. The precipitate was collected by vacuum filtration and washed with water (700 mg, 78%) to produce 5-bromo-3-(4-(2,3-difluorophenyl)-4H-1,2,4-triazol-3-yl)pyrazin-2-amine [LC-MS m/e=353/354.6 (M+H)]. Using the same procedure, 5-bromo-3-(4-(2,3-dichlorophenyl)-4... Reactants: C1CCOC1, CN1CCC(=O)CC1, COc1ccc(S(=O)(=O)n2c(=O)n(C(C(=O)N3CCC(N)C3)c3ccccc3)c3cc(C#N)ccc32)cc1. Product: COc1ccc(S(=O)(=O)n2c(=O)n(C(C(=O)N3CCC(NC4CCN(C)CC4)C3)c3ccccc3)c3cc(C#N)ccc32)cc1. Reaction SMILES: [CH2:47]1[O:48][CH2:49][CH2:50][CH2:51]1.[CH3:39][N:40]1[CH2:41][CH2:42][C:43](=[O:46])[CH2:44][CH2:45]1.[NH2:1][CH:2]1[CH2:3][N:4]([C:7]([CH:8]([c:9]2[cH:10][cH:11][cH:12][cH:13][cH:14]2)[n:15]2[c:16](=[O:37])[n:17]([S:26](=[O:27])(=[O:28])[c:29]3[cH:30][cH:31][c:32]([O:35][CH3:36])[cH:33][cH:34]3)[c:18]3[c:19]2[cH:20][c:21]([C:24]#[N:25])[cH:22][cH:23]3)=[O:38])[CH2:5][CH2:6]1>>[NH:1]([CH:2]1[CH2:3][N:4]([C:7]([CH:8]([c:9]2[cH:10][cH:11][cH:12][cH:13][cH:14]2)[n:15]2[c:16](=[O:37])[n:17]([S:26](=[O:27])(=[O:28])[c:29]3[cH:30][cH:31][c:32]([O:35][CH3:36])[cH:33][cH:34]3)[c:18]3[c:19]2[cH:20][c:21]([C:24]#[N:25])[cH:22][cH:23]3)=[O:38])[CH2:5][CH2:6]1)[CH:43]1[CH2:42][CH2:41][N:40]([CH3:39])[CH2:45][CH2:44]1.